Dataset: the Open Reaction Database (ORD), a public repository of structured organic reaction records. Task: describe an organic reaction: reactants, conditions, products, and yield Starting materials: CN(C=O)C (dimethylformamide), [N+](=O)([O-])C1=CC=C(C=C1)OC(\C(=C\C1=C(C=C(C=C1)Cl)N)\C)=O ((E)3-(2-amino-4-chlorophenyl)-2-methyl-2-propenoic acid p-nitrophenyl ester), COC1=CC=C(C=C1)CCN (2-( 4-methoxyphenyl)ethylamine). Run in C(Cl)Cl.CO (methylene chloride methanol), C(C)(=O)OCC (ethyl acetate), C(C)(=O)OCC (ethyl acetate), O (water). Yields the product COC1=CC=C(C=C1)CCNC(C(=CC1=C(C=C(C=C1)Cl)N)C)=O (N-2-(4-methoxyphenyl)ethyl 3-(2-amino-4-chlorophenyl)-2-methyl-2-propenoic amide). The yield is 91.8%. As a reaction SMILES: CN(C)C=O.[N+](C1C=CC(O[C:16](=[O:28])/[C:17](/[CH3:27])=[CH:18]/[C:19]2[CH:24]=[CH:23][C:22]([Cl:25])=[CH:21][C:20]=2[NH2:26])=CC=1)([O-])=O.[CH3:29][O:30][C:31]1[CH:36]=[CH:35][C:34]([CH2:37][CH2:38][NH2:39])=[CH:33][CH:32]=1>C(Cl)Cl.CO.C(OCC)(=O)C.O>[CH3:29][O:30][C:31]1[CH:36]=[CH:35][C:34]([CH2:37][CH2:38][NH:39][C:16](=[O:28])[C:17]([CH3:27])=[CH:18][C:19]2[CH:24]=[CH:23][C:22]([Cl:25])=[CH:21][C:20]=2[NH2:26])=[CH:33][CH:32]=1 |f:3.4|. Procedure: Into 2 ml of dimethylformamide, 0.20 g (0.60 mmol) of (E)3-(2-amino-4-chlorophenyl)-2-methyl-2-propenoic acid p-nitrophenyl ester and 0.11 g (0.72 mmol) of 2-( 4-methoxyphenyl)ethylamine (manufactured by Wako Pure Chemical Industries, Ltd.) were dissolved, and the mixture was reacted for 20 hours at room temperature. After the completion of the reaction was verified by TLC, ethyl acetate and water were added thereto. The resulting ethyl acetate layer was fractionated, and was washed several time... Reactants: BrC=1SC2=C(N1)C=CC(=C2)C(=O)OCC (2-bromo-6-ethoxycarbonylbenzothiazole), S.[K] (potassium hydrogen sulfide), S1C=NC2=C1C=CC=C2 (benzothiazole). The solvent is C(C)O (ethanol), Cl (hydrochloric acid). Reaction conditions: temperature 80 celsius. The product is C(C)OC(=O)C1=CC2=C(N=C(S2)S)C=C1 (6-ethoxycarbonyl-2-mercaptobenzothiazole). RXN SMILES: Br[C:2]1[S:3][C:4]2[CH:10]=[C:9]([C:11]([O:13][CH2:14][CH3:15])=[O:12])[CH:8]=[CH:7][C:5]=2[N:6]=1.S.[K].[S:18]1C2C=CC=CC=2N=C1>C(O)C.Cl>[CH2:14]([O:13][C:11]([C:9]1[CH:8]=[CH:7][C:5]2[N:6]=[C:2]([SH:18])[S:3][C:4]=2[CH:10]=1)=[O:12])[CH3:15] |f:1.2,^1:16|. Procedure details: The crude 2-bromo-6-ethoxycarbonylbenzothiazole (1.90 g, 6.64 mmol) from Step 2 was suspended in absolute ethanol (35 mL) and treated with potassium hydrogen sulfide (0.96 g, 13.3 mmol). The mixture was placed under a nitrogen atmosphere, stirred, and heated in an oil bath at 80° C. The benzothiazole starting material gradually went into solution. After heating for 30 minutes,the mixture was cooled in an ice bath, treated with IN hydrochloric acid (13.5 mL), and evaporated under vacuum. The resi... Reactants: COC(=O)C(O)Cc1ccc(OCc2ccccc2)cc1, CO, O=C[O-], [NH4+], [Pd]. Product: COC(=O)C(O)Cc1ccc(O)cc1. RXN SMILES: [CH2:1]([c:2]1[cH:3][cH:4][cH:5][cH:6][cH:7]1)[O:8][c:9]1[cH:10][cH:11][c:12]([CH2:15][CH:16]([C:17](=[O:18])[O:19][CH3:20])[OH:21])[cH:13][cH:14]1.[CH3:26][OH:27].[CH:22]([O-:23])=[O:24].[NH4+:25].[Pd:28]>>[OH:8][c:9]1[cH:10][cH:11][c:12]([CH2:15][CH:16]([C:17](=[O:18])[O:19][CH3:20])[OH:21])[cH:13][cH:14]1.